Dataset: the Open Reaction Database (ORD), a public repository of structured organic reaction records. Task: describe an organic reaction: reactants, conditions, products, and yield Reactants: CO, N#CC1=CCCc2cc(Cl)ccc21, O, O=S(=O)(O)O. The product is COC(=O)C1=CCCc2cc(Cl)ccc21. As a reaction SMILES: [CH3:15][OH:16].[Cl:1][c:2]1[cH:3][c:4]2[c:9]([cH:10][cH:11]1)[C:8]([C:12]#[N:13])=[CH:7][CH2:6][CH2:5]2.[OH2:14].[S:17](=[O:18])(=[O:19])([OH:20])[OH:21]>>[Cl:1][c:2]1[cH:3][c:4]2[c:9]([cH:10][cH:11]1)[C:8]([C:12](=[O:14])[O:16][CH3:15])=[CH:7][CH2:6][CH2:5]2.